This data is from the Open Reaction Database (ORD), a public repository of structured organic reaction records. The task is: describe an organic reaction: reactants, conditions, products, and yield The product is C(C)OC(C(CC(C)(C)C1=C(C(=C(C=C1)Cl)F)OC)=O)=O (4-(4-Chloro-3-fluoro-2-methoxyphenyl)-4-methyl-2-oxo-pentanoic acid ethyl ester). Reaction SMILES: [Cl:1][C:2]1[CH:7]=[CH:6][C:5]([C:8]([CH3:16])([CH3:15])[CH2:9][C:10](=[O:14])[C:11]([OH:13])=[O:12])=[C:4]([O:17][CH3:18])[C:3]=1[F:19].S(=O)(=O)(O)O.C(=O)(O)[O-].[Na+].[CH2:30](O)[CH3:31]>>[CH2:30]([O:12][C:11](=[O:13])[C:10](=[O:14])[CH2:9][C:8]([C:5]1[CH:6]=[CH:7][C:2]([Cl:1])=[C:3]([F:19])[C:4]=1[O:17][CH3:18])([CH3:16])[CH3:15])[CH3:31] |f:2.3|. Reactants: S(O)(O)(=O)=O (sulfuric acid), ClC1=C(C(=C(C=C1)C(CC(C(=O)O)=O)(C)C)OC)F (4-(4-chloro-3-fluoro-2-methoxyphenyl)-4-methyl-2-oxo-pentanoic acid), C(C)O (ethanol), C([O-])(O)=O.[Na+] (sodium bicarbonate). Reported procedure: 5.44 g (18.84 mmol) of 4-(4-chloro-3-fluoro-2-methoxyphenyl)-4-methyl-2-oxo-pentanoic acid is dissolved in 117 ml of ethanol, mixed with 2.1 ml of concentrated sulfuric acid and refluxed for six hours. The reaction mixture is added to 250 ml of saturated sodium bicarbonate solution and extracted three times with ethyl acetate. The combined organic extracts are washed with saturated sodium bicarbonate solution and with brine. After drying and after the desiccant is filtered off and the solvent is... Starting materials: O=C([O-])[O-], COc1ccc(CN2CC(CCOS(=O)(=O)c3ccc(C)cc3)N(C)C2=O)cc1, COC(=O)C(Cc1ccc(O)cc1)OC(C)C, [Cs+], [Cs+], CN(C)C=O, O. The product is COC(=O)C(Cc1ccc(OCCC2CN(Cc3ccc(OC)cc3)C(=O)N2C)cc1)OC(C)C. As a reaction SMILES: [C:47](=[O:48])([O-:49])[O-:50].[CH3:18][O:19][c:20]1[cH:21][cH:22][c:23]([CH2:24][N:25]2[C:26](=[O:44])[N:27]([CH3:43])[CH:28]([CH2:30][CH2:31][O:32][S:33]([c:34]3[cH:35][cH:36][c:37]([CH3:38])[cH:39][cH:40]3)(=[O:41])=[O:42])[CH2:29]2)[cH:45][cH:46]1.[CH3:1][O:2][C:3]([CH:4]([CH2:5][c:6]1[cH:7][cH:8][c:9]([OH:12])[cH:10][cH:11]1)[O:13][CH:14]([CH3:15])[CH3:16])=[O:17].[Cs+:51].[Cs+:52].[O:53]=[CH:54][N:55]([CH3:56])[CH3:57].[OH2:58]>>[CH3:1][O:2][C:3]([CH:4]([CH2:5][c:6]1[cH:7][cH:8][c:9]([O:12][CH2:31][CH2:30][CH:28]2[N:27]([CH3:43])[C:26](=[O:44])[N:25]([CH2:24][c:23]3[cH:22][cH:21][c:20]([O:19][CH3:18])[cH:46][cH:45]3)[CH2:29]2)[cH:10][cH:11]1)[O:13][CH:14]([CH3:15])[CH3:16])=[O:17].